This data is from the Open Reaction Database (ORD), a public repository of structured organic reaction records. The task is: describe an organic reaction: reactants, conditions, products, and yield Reactants: C(=O)[O-].[NH4+] (Ammonium formate), CO[C@H]1C[C@H](CCC1)OC1=NC=CC=C1[N+](=O)[O-] (2-(cis-3-methoxy-cyclohexyloxy)-3-nitro-pyridine). The reagents and catalysts are [Pd] (palladium on charcoal). The solvent is CO (methanol), ClCCl (dichloromethane), O (water). Yields the product CO[C@H]1C[C@H](CCC1)OC1=NC=CC=C1N (2-(cis-3-methoxy-cyclohexyloxy)-pyridin-3-ylamine). Reaction SMILES: C([O-])=O.[NH4+].[CH3:5][O:6][C@@H:7]1[CH2:12][CH2:11][CH2:10][C@H:9]([O:13][C:14]2[C:19]([N+:20]([O-])=O)=[CH:18][CH:17]=[CH:16][N:15]=2)[CH2:8]1>[Pd].CO.ClCCl.O>[CH3:5][O:6][C@@H:7]1[CH2:12][CH2:11][CH2:10][C@H:9]([O:13][C:14]2[C:19]([NH2:20])=[CH:18][CH:17]=[CH:16][N:15]=2)[CH2:8]1 |f:0.1|. Reported procedure: Ammonium formate (7.25 g) was added to a suspension of 2-(cis-3-methoxy-cyclohexyloxy)-3-nitro-pyridine (5.80 g) and 10% palladium on charcoal (400 mg) in methanol (40 ml) at room temperature and the mixture was heated to reflux for 30 min until LCMS indicated complete conversion of the starting material. The mixture was diluted with dichloromethane (100 ml) and water (40 ml), filtered through celite, and the filtercake was washed with dichloromethane (30 ml). The organic layer was dried over Mg... Starting materials: Oc1ccc(Br)cc1, O=C([O-])[O-], CCCCCC, CCCCCC(C)Br, [I-], [K+], [K+], [Na+], CN(C)C=O, O. The product is CCCCCC(C)Oc1ccc(Br)cc1. RXN SMILES: [Br:1][c:2]1[cH:3][cH:4][c:5]([OH:8])[cH:6][cH:7]1.[C:19](=[O:20])([O-:21])[O-:22].[CH3:30][CH2:31][CH2:32][CH2:33][CH2:34][CH3:35].[CH3:9][CH:10]([CH2:11][CH2:12][CH2:13][CH2:14][CH3:15])[Br:16].[I-:18].[K+:23].[K+:24].[Na+:17].[O:25]=[CH:26][N:27]([CH3:28])[CH3:29].[OH2:36]>>[Br:1][c:2]1[cH:3][cH:4][c:5]([O:8][CH:10]([CH3:9])[CH2:11][CH2:12][CH2:13][CH2:14][CH3:15])[cH:6][cH:7]1.